This data is from the Open Reaction Database (ORD), a public repository of structured organic reaction records. The task is: describe an organic reaction: reactants, conditions, products, and yield Starting materials: BrC1=NC=C(C=C1)Br (2,5-dibromopyridine), bistributyltin. Reagents/catalysts: C=1C=CC(=CC1)[P](C=2C=CC=CC2)(C=3C=CC=CC3)[Pd]([P](C=4C=CC=CC4)(C=5C=CC=CC5)C=6C=CC=CC6)([P](C=7C=CC=CC7)(C=8C=CC=CC8)C=9C=CC=CC9)[P](C=1C=CC=CC1)(C=1C=CC=CC1)C=1C=CC=CC1 (tetrakis(triphenylphosphine)palladium). Run in C=1(C(=CC=CC1)C)C (xylene). Conditions: temperature 60 celsius, time 15 minute. Product: BrC=1C=CC(=NC1)C1=NC=C(C=C1)Br (5,5′-dibromo-[2,2′]bipyridine). Isolated yield 42.8%. RXN SMILES: Br[C:2]1[CH:7]=[CH:6][C:5]([Br:8])=[CH:4][N:3]=1>C1C=CC([P]([Pd]([P](C2C=CC=CC=2)(C2C=CC=CC=2)C2C=CC=CC=2)([P](C2C=CC=CC=2)(C2C=CC=CC=2)C2C=CC=CC=2)[P](C2C=CC=CC=2)(C2C=CC=CC=2)C2C=CC=CC=2)(C2C=CC=CC=2)C2C=CC=CC=2)=CC=1.C1(C)C(C)=CC=CC=1>[Br:8][C:5]1[CH:6]=[CH:7][C:2]([C:2]2[CH:7]=[CH:6][C:5]([Br:8])=[CH:4][N:3]=2)=[N:3][CH:4]=1 |^1:12,14,33,52|. Reported procedure: A reaction vessel was charged with 6.0 g of 2,5-dibromopyridine, 7.0 ml of bistributyltin, and 120 ml of xylene, followed by heating and stirring at 60° C. for 15 minutes. Further, 700 mg of tetrakis(triphenylphosphine)palladium was added thereto, followed by stirring at 120° C. for 8 hours. After cooling to room temperature, the insoluble materials were removed by filtration, and the filtrate was washed with 150 ml of an aqueous ethylenediamine tetraacetate solution. The organic layer was dehyd... Starting materials: ClC1=C2C(=NC(=N1)N)NN=C2 (4-chloro-6-aminopyrazolo[3,4-d]pyrimidine), C(C)(=O)O (acetic acid). Solvent: C[O-].[Na+] (sodium methoxide). The product is COC1=C2C(=NC(=N1)N)NN=C2 (4-methoxy-6-aminopyrazolo[3,4-d]pyrimidine). Isolated yield 99.0%. RXN SMILES: Cl[C:2]1[N:7]=[C:6]([NH2:8])[N:5]=[C:4]2[NH:9][N:10]=[CH:11][C:3]=12.[C:12](O)(=[O:14])C>C[O-].[Na+]>[CH3:12][O:14][C:2]1[N:7]=[C:6]([NH2:8])[N:5]=[C:4]2[NH:9][N:10]=[CH:11][C:3]=12 |f:2.3|. Procedure: Compound 3 (70.4 g, 0.416 mol) was refluxed in methanolic sodium methoxide solution (25 g sodium dissolved in 1 L methanol) for 2 h. The reaction mixture was cooled to room temperature and neutralized by addition of acetic acid (75 ml). The mixture was evaporated to dryness and the solid was triturated in 600 ml of water, filtered and dried to provide 67.5 g (99% yield) of 4-methoxy-6-aminopyrazolo[3,4-d]pyrimidine (4). Reaction SMILES: [CH:48]([N:49]([CH2:50][CH3:51])[CH:52]([CH3:53])[CH3:54])([CH3:55])[CH3:56].[Cl:57][CH2:58][Cl:59].[F:1][C:2]([c:3]1[cH:4][cH:5][c:6](-[c:9]2[c:10]([C:15](=[O:16])[OH:17])[cH:11][cH:12][cH:13][cH:14]2)[cH:7][cH:8]1)([F:18])[F:19].[NH2:24][c:25]1[cH:26][cH:27][c:28]([N:31]2[CH2:32][CH2:33][CH:34]([CH:37]([C:38](=[O:39])[O:40][CH3:41])[c:42]3[cH:43][cH:44][cH:45][cH:46][cH:47]3)[CH2:35][CH2:36]2)[cH:29][cH:30]1.[O:60]=[CH:61][N:62]([CH3:63])[CH3:64].[S:20]([Cl:21])([Cl:22])=[O:23]>>[F:1][C:2]([c:3]1[cH:4][cH:5][c:6](-[c:9]2[c:10]([C:15](=[O:16])[NH:24][c:25]3[cH:26][cH:27][c:28]([N:31]4[CH2:32][CH2:33][CH:34]([CH:37]([C:38](=[O:39])[O:40][CH3:41])[c:42]5[cH:43][cH:44][cH:45][cH:46][cH:47]5)[CH2:35][CH2:36]4)[cH:29][cH:30]3)[cH:11][cH:12][cH:13][cH:14]2)[cH:7][cH:8]1)([F:18])[F:19]. The product is COC(=O)C(c1ccccc1)C1CCN(c2ccc(NC(=O)c3ccccc3-c3ccc(C(F)(F)F)cc3)cc2)CC1. The reactants are CCN(C(C)C)C(C)C, ClCCl, O=C(O)c1ccccc1-c1ccc(C(F)(F)F)cc1, COC(=O)C(c1ccccc1)C1CCN(c2ccc(N)cc2)CC1, CN(C)C=O, O=S(Cl)Cl. The reactants are C1(CC1)C(=O)C1=CC=C(C=C1)F (cyclopropyl-(4-fluorophenyl)methanone), C(C)C=1NC=CN1 (2-ethylimidazole). The product is C(C)C1=NC=C2N1CCC=C2C2=CC=C(C=C2)N2C(=NC=C2)CC (5,6-Dihydro-3-ethyl-8-[4-(2-ethyl-lH-imidazol-l-yl)phenyl] imidazo[1,5-a]pyridine). Reaction SMILES: [CH:1]1([C:4]([C:6]2[CH:11]=[CH:10][C:9](F)=[CH:8][CH:7]=2)=O)[CH2:3][CH2:2]1.[CH2:13]([C:15]1[NH:16][CH:17]=[CH:18][N:19]=1)[CH3:14]>>[CH2:13]([C:15]1[N:19]2[CH2:2][CH2:3][CH:1]=[C:4]([C:6]3[CH:7]=[CH:8][C:9]([N:16]4[CH:17]=[CH:18][N:19]=[C:15]4[CH2:13][CH3:14])=[CH:10][CH:11]=3)[C:18]2=[CH:17][N:16]=1)[CH3:14]. Reported procedure: Combine 155 g of (0.94 mol) of cyclopropyl-(4-fluorophenyl)methanone with 300 g (3.1 mol) of 2-ethylimidazole and heat to 175° C. under argon for 18 hr. The title compound is isolated by column chromatography on 1500 g of silica gel using 2% methanol/methylene chloride as solvent. The reactants are C(CCCC)OC(CCO)C (3-pentyloxybutanol), C1(=CC=C(C=C1)S(=O)(=O)Cl)C (p-toluenesulfonyl chloride), Cl (hydrochloric acid), [OH-].[Na+] (NaOH). Solvent: C1=CC=CC=C1 (benzene), N1=CC=CC=C1 (pyridine). Conditions: time 23 hour. Product: C1(=CC=C(C=C1)S(=O)(=O)OCCC(C)OCCCCC)C (3-pentyloxybutyl p-toluenesulfonate). Isolated yield 35.0%. As a reaction SMILES: [CH2:1]([O:6][CH:7]([CH3:11])[CH2:8][CH2:9][OH:10])[CH2:2][CH2:3][CH2:4][CH3:5].[C:12]1([CH3:22])[CH:17]=[CH:16][C:15]([S:18](Cl)(=[O:20])=[O:19])=[CH:14][CH:13]=1.[OH-].[Na+].Cl>C1C=CC=CC=1.N1C=CC=CC=1>[C:12]1([CH3:22])[CH:17]=[CH:16][C:15]([S:18]([O:10][CH2:9][CH2:8][CH:7]([O:6][CH2:1][CH2:2][CH2:3][CH2:4][CH3:5])[CH3:11])(=[O:20])=[O:19])=[CH:14][CH:13]=1 |f:2.3|. Procedure: 5.0 g of 3-pentyloxybutanol, 3.98 g of p-toluenesulfonyl chloride, 1.65 g of pyridine, and 8 ml of benzene were charged in a 30 ml-reaction vessel and, under N2 stream, stirred for 23 hours at room temperature. Then, into the reaction mixture, 6.3 ml of hot conc. NaOH aqueous solution was added and stirred for 5 min. The mixture was poured in 280 ml of cold 10%-hydrochloric acid solution and extracted with hexane. The hexane layer was washed successively with cold 5%-hydrochloric acid solution, ... The reactants are C(C1=CC=CC=C1)C1=NOC(=N1)O (3-benzyl-5-hydroxy-1,2,4-oxadiazole), C([O-])([O-])=O.[K+].[K+] (potassium carbonate), ClC(=O)OC(C)C (isopropyl chloroformate). Yields the product 15.5, C(C1=CC=CC=C1)C1=NOC(N1C(=O)OC(C)C)=O (3-benzyl-4-isopropoxycarbonyl-1,2,4-oxadiazolin-5-one). As a reaction SMILES: [CH2:1]([C:8]1[N:12]=[C:11]([OH:13])[O:10][N:9]=1)[C:2]1[CH:7]=[CH:6][CH:5]=[CH:4][CH:3]=1.C(=O)([O-])[O-].[K+].[K+].Cl[C:21]([O:23][CH:24]([CH3:26])[CH3:25])=[O:22]>>[CH2:1]([C:8]1[N:12]([C:21]([O:23][CH:24]([CH3:26])[CH3:25])=[O:22])[C:11](=[O:13])[O:10][N:9]=1)[C:2]1[CH:3]=[CH:4][CH:5]=[CH:6][CH:7]=1 |f:1.2.3|. Procedure details: 17.6 parts of 3-benzyl-5-hydroxy-1,2,4-oxadiazole, 6.9 parts of potassium carbonate and 12.3 parts of isopropyl chloroformate are heated for 5 hours at 60° C. After the mixture has cooled, the precipitated potassium chloride is removed by suction filtration and the filtrate concentrated. The residue is recrystallized from n-propanol. There is obtained 15.5 parts (59% of theory) of the desired product; m.p.: 80° C. The product is C1(=CC=CC=C1)C(C(=O)OC1=C(C=CC=C1)[N+](=O)[O-])C1=CC=CC=C1 (2-Nitrophenol diphenyl acetate). Starting materials: C1(=CC=CC=C1)C(C(=O)O)C1=CC=CC=C1 (diphenylacetic acid), [N+](=O)([O-])C1=C(C=CC=C1)O (o-nitrophenol), N,N1 -dicyclohexylcarbodiimide. Run at temperature 0 celsius. Procedure details: A solution of diphenylacetic acid (30.0 g; 141 mmol) and o-nitrophenol (39.3 g; 282 mmol) in pyridine (250 mL) was cooled to 0° C. N,N1 -dicyclohexylcarbodiimide (27.6 g; 134 mmol) was added at 0° C. The solution was stirred at 0° C. for several hours, warmed to room temperature and stirred overnight. The resulting heterogeneous solution was diluted with EtOAc and filtered. The filtrate was concentrated to afford a thick oil which was dissolved in a minimal amount of warm isopropanol. Upon cooli... As a reaction SMILES: [C:1]1([CH:7]([C:11]2[CH:16]=[CH:15][CH:14]=[CH:13][CH:12]=2)[C:8]([OH:10])=[O:9])[CH:6]=[CH:5][CH:4]=[CH:3][CH:2]=1.[N+:17]([C:20]1[CH:25]=[CH:24][CH:23]=[CH:22][C:21]=1O)([O-:19])=[O:18]>N1C=CC=CC=1.CCOC(C)=O.C(O)(C)C>[C:1]1([CH:7]([C:11]2[CH:16]=[CH:15][CH:14]=[CH:13][CH:12]=2)[C:8]([O:10][C:21]2[CH:22]=[CH:23][CH:24]=[CH:25][C:20]=2[N+:17]([O-:19])=[O:18])=[O:9])[CH:2]=[CH:3][CH:4]=[CH:5][CH:6]=1. Solvent: CCOC(=O)C (EtOAc), N1=CC=CC=C1 (pyridine), C(C)(C)O (isopropanol). The reactants are FC(C=1C=C(C=C(C1)C(F)(F)F)NC=1C2=C(N=C(N1)SC)C=CNC2=O)(F)F (4-(3,5-bis(trifluoromethyl)phenylamino)-2-(methylthio)pyrido[4,3-d]pyrimidin-5(6H)-one), N[C@H]1[C@@H](CCCC1)N ((±)-trans-1,2-diamino cyclohexane). The product is N[C@H]1[C@@H](CCCC1)NC=1N=C(C2=C(N1)C=CNC2=O)NC2=CC(=CC(=C2)C(F)(F)F)C(F)(F)F (2-((1R,2R)-2-aminocyclohexylamino)-4-(3,5-bis(trifluoromethyl)phenylamino)pyrido[4,3-d]pyrimidin-5(6H)-one). As a reaction SMILES: [F:1][C:2]([F:28])([F:27])[C:3]1[CH:4]=[C:5]([NH:13][C:14]2[C:15]3[C:25](=[O:26])[NH:24][CH:23]=[CH:22][C:16]=3[N:17]=[C:18](SC)[N:19]=2)[CH:6]=[C:7]([C:9]([F:12])([F:11])[F:10])[CH:8]=1.[NH2:29][C@@H:30]1[CH2:35][CH2:34][CH2:33][CH2:32][C@H:31]1[NH2:36]>>[NH2:29][C@@H:30]1[CH2:35][CH2:34][CH2:33][CH2:32][C@H:31]1[NH:36][C:18]1[N:19]=[C:14]([NH:13][C:5]2[CH:4]=[C:3]([C:2]([F:28])([F:27])[F:1])[CH:8]=[C:7]([C:9]([F:12])([F:11])[F:10])[CH:6]=2)[C:15]2[C:25](=[O:26])[NH:24][CH:23]=[CH:22][C:16]=2[N:17]=1. Procedure: The title compound was prepared as described in Example 1g by starting from 4-(3,5-bis(trifluoromethyl)phenylamino)-2-(methylthio)pyrido[4,3-d]pyrimidin-5(6H)-one (100 mg, 0.24 mmol) and (±)-trans-1,2-diamino cyclohexane and continuing until the reaction yielded the title compound, 2-((1R,2R)-2-aminocyclohexylamino)-4-(3,5-bis(trifluoromethyl)phenylamino)pyrido[4,3-d]pyrimidin-5(6H)-one. MS m/z: 487 (M+1)+ 1H NMR (300 MHz, DMSO-d6) δ ppm 1.25-1.97 (m, 10H), 6.10 (d, J=7.2 Hz, 1H), 7.41-7.44 (m, ... Reactants: C(C)(C)(C)N1N=C(C=C1C1=CC=CC=C1)CCC=O (3-(1-tert-butyl-5-phenyl-1H-pyrazol-3-yl)propanal), [BH-](OC(=O)C)(OC(=O)C)OC(=O)C.[Na+] (NaBH(OAc)3), COC1=CC=C(C=C1)N1CCNCC1 (1-(4-methoxyphenyl)piperazine), CCN(C(C)C)C(C)C (DIPEA). Product: C(C)(C)(C)N1N=C(C=C1C1=CC=CC=C1)CCCN1CCN(CC1)C1=CC=C(C=C1)OC (1-(3-(1-tert-butyl-5-phenyl-1H-pyrazol-3-yl)propyl)-4-(4-methoxyphenyl)piperazine). RXN SMILES: [C:1]([N:5]1[C:9]([C:10]2[CH:15]=[CH:14][CH:13]=[CH:12][CH:11]=2)=[CH:8][C:7]([CH2:16][CH2:17][CH:18]=O)=[N:6]1)([CH3:4])([CH3:3])[CH3:2].[CH3:20][O:21][C:22]1[CH:27]=[CH:26][C:25]([N:28]2[CH2:33][CH2:32][NH:31][CH2:30][CH2:29]2)=[CH:24][CH:23]=1.CCN(C(C)C)C(C)C.[BH-](OC(C)=O)(OC(C)=O)OC(C)=O.[Na+]>>[C:1]([N:5]1[C:9]([C:10]2[CH:15]=[CH:14][CH:13]=[CH:12][CH:11]=2)=[CH:8][C:7]([CH2:16][CH2:17][CH2:18][N:31]2[CH2:32][CH2:33][N:28]([C:25]3[CH:24]=[CH:23][C:22]([O:21][CH3:20])=[CH:27][CH:26]=3)[CH2:29][CH2:30]2)=[N:6]1)([CH3:4])([CH3:3])[CH3:2] |f:3.4|. Procedure details: 62 mg (71%) of target compound was obtained by using a method same as in Example 1 by using 3-(1-tert-butyl-5-phenyl-1H-pyrazol-3-yl)propanal (50 mg, 0.195 mmol), 1-(4-methoxyphenyl)piperazine (49 mg, 0.186 mmol), DIPEA (49 mL, 0.279 mmol) and NaBH(OAc)3 (118 mg, 0.558 mmol). The reactants are O=C([O-])[O-], COC(=O)c1cc(CC(C)=O)ccc1O, CC(C)=O, CI, [K+], [K+]. Yields the product COC(=O)c1cc(CC(C)=O)ccc1OC. As a reaction SMILES: [C:18](=[O:19])([O-:20])[O-:21].[C:1](=[O:2])([O:3][CH3:4])[c:5]1[cH:6][c:7]([CH2:12][C:13]([CH3:14])=[O:15])[cH:8][cH:9][c:10]1[OH:11].[CH3:24][C:25](=[O:26])[CH3:27].[I:16][CH3:17].[K+:22].[K+:23]>>[C:1](=[O:2])([O:3][CH3:4])[c:5]1[cH:6][c:7]([CH2:12][C:13]([CH3:14])=[O:15])[cH:8][cH:9][c:10]1[O:11][CH3:18].